From a dataset of the Open Reaction Database (ORD), a public repository of structured organic reaction records. describe an organic reaction: reactants, conditions, products, and yield Starting materials: N[C@H]([C@H](O)C1N[C@H]([C@@H](OC1)OCC(C)(C)C)C)CC1=CC(=CC(=C1)F)F ((1S,2S)-2-amino-3-(3,5-difluorophenyl)-1-[(5S,6R)-6-(2,2-dimethylpropoxy)-5-methylmorpholin-3-yl]-propan-1-ol), COCC(=O)Cl (methoxyacetyl chloride). Conditions: temperature 0 celsius, time 1 hour. The product is Cl.FC=1C=C(C[C@@H]([C@H](O)[C@@H]2N[C@H]([C@@H](OC2)OCC(C)(C)C)C)NC(COC)=O)C=C(C1)F (N-{(1S,2S)-1-(3,5-Difluorobenzyl)-2-[(3R,5S,6R)-6-(2,2-dimethylpropoxy)-5-methylmorpholin-3-yl]-2-hydroxyethyl}-2-methoxyacetamide hydrochloride). Yield: 65.1%. Reaction SMILES: [NH2:1][C@@H:2]([CH2:18][C:19]1[CH:24]=[C:23]([F:25])[CH:22]=[C:21]([F:26])[CH:20]=1)[C@@H:3]([CH:5]1[CH2:10][O:9][C@@H:8]([O:11][CH2:12][C:13]([CH3:16])([CH3:15])[CH3:14])[C@H:7]([CH3:17])[NH:6]1)[OH:4].[CH3:27][O:28][CH2:29][C:30]([Cl:32])=[O:31]>>[ClH:32].[F:26][C:21]1[CH:20]=[C:19]([CH:24]=[C:23]([F:25])[CH:22]=1)[CH2:18][C@H:2]([NH:1][C:30](=[O:31])[CH2:29][O:28][CH3:27])[C@@H:3]([C@H:5]1[CH2:10][O:9][C@@H:8]([O:11][CH2:12][C:13]([CH3:15])([CH3:16])[CH3:14])[C@H:7]([CH3:17])[NH:6]1)[OH:4] |f:2.3|. Reported procedure: Dissolve (1S,2S)-2-amino-3-(3,5-difluorophenyl)-1-[(5S,6R)-6-(2,2-dimethylpropoxy)-5-methylmorpholin-3-yl]-propan-1-ol (31 mg, 0.083 mmol) in dry 1:1 dichloromethane:diethyl ether (1 mL) under nitrogen. Cool to 0° C. and add dropwise methoxyacetyl chloride (7.6 μL, 0.083 mmol). Stir for 1 hour, quench with methanol, concentrate and purify (reverse-phase HPLC, eluting with 10:90 to 50:50 acetonitrile:water with 8 mM hydrochloric acid), to give the title compound (26 mg, 65%). Reactants: N([C@@H](CC(C)C)C(=O)O)C(=O)OC(C)(C)C (Boc-Leu—OH), C[C@H]1N[C@H](C(N(CC1)[C@@H](C(=O)N)CC1=CC=CC2=CC=CC=C12)=O)C1=CC=CC=C1 ((R)-2-[(3S,5R)-5-methyl-2-oxo-3-phenyl-[1,4]-diazepan-1-yl]-3-(naphthalen-1-yl)-propionamide), N([C@@H](C1=CC=CC=C1)C(=O)O)C(=O)OC(C)(C)C (Boc-L-Phg—OH), Boc-α-D-Nal—OH, N-Boc-β-L-Nal—OH, 0.15. Run in CC(=O)O (AcOH). The product is C[C@H]1N([C@H](C(N(CC1)[C@@H](C(=O)N)CC1=CC=CC2=CC=CC=C12)=O)C1=CC=CC=C1)C(CC=1C=C2C=CC=NC2=CC1)=O ((R)-2-[(3S,5R)-5Methyl-2-oxo-3-phenyl-4-(quinolin-6-yl-acetyl)-[1,4]diazepan-1-yl]-3-(naphthalen-1-yl)-propionamide). Reaction SMILES: [CH3:1][C@@H:2]1[CH2:8][CH2:7][N:6]([C@H:9]([CH2:13][C:14]2[C:23]3[C:18](=[CH:19][CH:20]=[CH:21][CH:22]=3)[CH:17]=[CH:16][CH:15]=2)[C:10]([NH2:12])=[O:11])[C:5](=[O:24])[C@H:4]([C:25]2[CH:30]=[CH:29][CH:28]=[CH:27][CH:26]=2)[NH:3]1.N(C(OC(C)(C)C)=O)[C@H:32]([C:39]([OH:41])=O)[C:33]1[CH:38]=[CH:37][CH:36]=[CH:35][CH:34]=1.[NH:49](C(OC(C)(C)C)=O)[C@H:50](C(O)=O)[CH2:51][CH:52](C)C>CC(O)=O>[CH3:1][C@@H:2]1[CH2:8][CH2:7][N:6]([C@H:9]([CH2:13][C:14]2[C:23]3[C:18](=[CH:19][CH:20]=[CH:21][CH:22]=3)[CH:17]=[CH:16][CH:15]=2)[C:10]([NH2:12])=[O:11])[C:5](=[O:24])[C@H:4]([C:25]2[CH:30]=[CH:29][CH:28]=[CH:27][CH:26]=2)[N:3]1[C:39](=[O:41])[CH2:32][C:33]1[CH:34]=[C:35]2[C:36](=[CH:37][CH:38]=1)[N:49]=[CH:50][CH:51]=[CH:52]2. Reported procedure: The title compound is prepared by following the procedure of Example 1 but starting from (R)-2-[(3S,5R)-5-methyl-2-oxo-3-phenyl-[1,4]-diazepan-1-yl]-3-(naphthalen-1-yl)-propionamide and using Boc-α-D-Nal—OH in step a) instead of N-Boc-β-L-Nal—OH and Boc-L-Phg—OH in step d) instead of Boc-Leu—OH. MH+: 571 (ES+) αD20+187.6 (c=0.15 95% AcOH)